This data is from the Open Reaction Database (ORD), a public repository of structured organic reaction records. The task is: describe an organic reaction: reactants, conditions, products, and yield The reactants are CCOC(C)=O, Cc1ccccc1, NC(=O)CCl, [K+], [OH-], O, O=C(O)c1c(Cl)cccc1Cl. Product: NC(=O)COC(=O)c1c(Cl)cccc1Cl. RXN SMILES: [CH3:26][CH2:27][O:28][C:29](=[O:30])[CH3:31].[CH3:3][c:4]1[cH:5][cH:6][cH:7][cH:8][cH:9]1.[Cl:21][CH2:22][C:23](=[O:24])[NH2:25].[K+:2].[OH-:1].[OH2:32].[OH:10][C:11](=[O:12])[c:13]1[c:14]([Cl:15])[cH:16][cH:17][cH:18][c:19]1[Cl:20]>>[O:10]([C:11](=[O:12])[c:13]1[c:14]([Cl:15])[cH:16][cH:17][cH:18][c:19]1[Cl:20])[CH2:22][C:23](=[O:24])[NH2:25]. Reactants: [N+](=O)([O-])C=1C=C(CN)C=CC1 (3-nitrobenzylamine), ClC=1C2=C(N=C(N1)C1=NC=CN=C1)SC(=C2)C (4-chloro-2-(pyrazin-2-yl)-6-methyl-thieno-[2,3-d]-pyrimidine). Yields the product N1=C(C=NC=C1)C=1N=C(C2=C(N1)SC(=C2)C)NCC2=CC(=CC=C2)[N+](=O)[O-] (2-(pyrazin-2-yl)-4-(3-nitrobenzylamino)-6-methyl-thieno-[2,3-d]-pyrimidine). As a reaction SMILES: [N+:1]([C:4]1[CH:5]=[C:6]([CH:9]=[CH:10][CH:11]=1)[CH2:7][NH2:8])([O-:3])=[O:2].Cl[C:13]1[C:14]2[CH:27]=[C:26]([CH3:28])[S:25][C:15]=2[N:16]=[C:17]([C:19]2[CH:24]=[N:23][CH:22]=[CH:21][N:20]=2)[N:18]=1>>[N:20]1[CH:21]=[CH:22][N:23]=[CH:24][C:19]=1[C:17]1[N:18]=[C:13]([NH:8][CH2:7][C:6]2[CH:9]=[CH:10][CH:11]=[C:4]([N+:1]([O-:3])=[O:2])[CH:5]=2)[C:14]2[CH:27]=[C:26]([CH3:28])[S:25][C:15]=2[N:16]=1. Procedure details: With the procedure of Example 1, the reaction of 3-nitrobenzylamine with 4-chloro-2-(pyrazin-2-yl)-6-methyl-thieno-[2,3-d]-pyrimidine yields 2-(pyrazin-2-yl)-4-(3-nitrobenzylamino)-6-methyl-thieno-[2,3-d]-pyrimidine.